Dataset: the Open Reaction Database (ORD), a public repository of structured organic reaction records. Task: describe an organic reaction: reactants, conditions, products, and yield The reactants are OC1=CC=CN2C1=NC=C(C2=O)C(=O)OCC (9-hydroxy-4-oxo-4H-pyrido-[1,2-α] pyrimidine-3-carboxylic acid, ethyl ester), BrC1=C(CBr)C=CC=C1 (o-bromobenzyl bromide), C([O-])(O)=O.[K+] (potassium bicarbonate). Solvent: CC(=O)CC (ethyl methyl ketone). Product: BrC1=C(COC2=CC=CN3C2=NC=C(C3=O)C(=O)OCC)C=CC=C1 (9-[(o-Bromobenzyl)oxy]-4-oxo-4H-pyrido[1,2-α] pyrimidine-3-carboxylic Acid, Ethyl Ester). Yield: 85.3%. As a reaction SMILES: [OH:1][C:2]1[C:7]2=[N:8][CH:9]=[C:10]([C:13]([O:15][CH2:16][CH3:17])=[O:14])[C:11](=[O:12])[N:6]2[CH:5]=[CH:4][CH:3]=1.[Br:18][C:19]1[CH:26]=[CH:25][CH:24]=[CH:23][C:20]=1[CH2:21]Br.C(=O)(O)[O-].[K+]>CC(CC)=O>[Br:18][C:19]1[CH:26]=[CH:25][CH:24]=[CH:23][C:20]=1[CH2:21][O:1][C:2]1[C:7]2=[N:8][CH:9]=[C:10]([C:13]([O:15][CH2:16][CH3:17])=[O:14])[C:11](=[O:12])[N:6]2[CH:5]=[CH:4][CH:3]=1 |f:2.3|. Reported procedure: To a solution of 4.7 g of 9-hydroxy-4-oxo-4H-pyrido-[1,2-α] pyrimidine-3-carboxylic acid, ethyl ester, 7.2 g of o-bromobenzyl bromide, and 200 ml of ethyl methyl ketone is added 4.0 g of anhydrous potassium bicarbonate, and the mixture is stirred and heated under reflux for 18 hours. The cooled mixture is filtered and the filtrate is concentrated in vacuo to give a solid residue. This is recrystallized successively from 1:1 toluene-skellysolve and from 2-propanol to give about 6.9 g of the named... Starting materials: NC1=C(C=C(C(=O)OC)C=C1)C (methyl 4-amino-3-methyl-benzoate), ClC(Cl)(Cl)OC(=O)Cl (trichloromethyl-chloroformate). Run in O1CCOCC1 (dioxane). Yields the product N(=C=O)C1=C(C=C(C(=O)OC)C=C1)C (methyl 4-isocyanato-3-methyl-benzoate). Reaction SMILES: [NH2:1][C:2]1[CH:11]=[CH:10][C:5]([C:6]([O:8][CH3:9])=[O:7])=[CH:4][C:3]=1[CH3:12].Cl[C:14]([O:17]C(Cl)=O)(Cl)Cl>O1CCOCC1>[N:1]([C:2]1[CH:11]=[CH:10][C:5]([C:6]([O:8][CH3:9])=[O:7])=[CH:4][C:3]=1[CH3:12])=[C:14]=[O:17]. Procedure details: 1.50 g (9.08 mmol) methyl 4-amino-3-methyl-benzoate are dissolved in 250 ml dioxane combined with 1.3 ml (10.7 mmol) trichloromethyl-chloroformate and refluxed for 5.5 hours with stirring. Then the mixture is evaporated down i. vac. and the residue is further reacted without any more purification. Solvent: O (water). Reported procedure: To 1-(5-cyclopropyl-3-methylpyridin-2-yl)piperazine hydrochloride described in Preparation Example 49 was added ethyl acetate (50 mL), 1N aqueous sodium hydroxide solution (10 mL) was added under cooling and the mixture was stirred. To the reaction mixture were added sodium chloride and water under cooling, and the mixture was extracted twice with ethyl acetate. The organic layer was dried over sodium sulfate. The solvent was evaporated under reduced pressure to give the title compound (1.43 g). The reactants are Cl.C1(CC1)C=1C=C(C(=NC1)N1CCNCC1)C (1-(5-cyclopropyl-3-methylpyridin-2-yl)piperazine hydrochloride), C(C)(=O)OCC (ethyl acetate), [OH-].[Na+] (sodium hydroxide), [Cl-].[Na+] (sodium chloride). Reaction SMILES: Cl.[CH:2]1([C:5]2[CH:6]=[C:7]([CH3:17])[C:8]([N:11]3[CH2:16][CH2:15][NH:14][CH2:13][CH2:12]3)=[N:9][CH:10]=2)[CH2:4][CH2:3]1.C(OCC)(=O)C.[OH-].[Na+].[Cl-].[Na+]>O>[CH:2]1([C:5]2[CH:6]=[C:7]([CH3:17])[C:8]([N:11]3[CH2:12][CH2:13][NH:14][CH2:15][CH2:16]3)=[N:9][CH:10]=2)[CH2:4][CH2:3]1 |f:0.1,3.4,5.6|. The product is C1(CC1)C=1C=C(C(=NC1)N1CCNCC1)C (1-(5-cyclopropyl-3-methylpyridin-2-yl)piperazine). Reactants: O=C([O-])O, CCOC(=O)CC(=O)Cl, C1COCCO1, Nc1ncc(Br)cc1S(N)(=O)=O, [Na+]. Product: CCOC(=O)CC(=O)Nc1ncc(Br)cc1S(N)(=O)=O. Reaction SMILES: [C:22](=[O:23])([OH:24])[O-:25].[CH2:13]([CH3:14])[O:15][C:16]([CH2:17][C:18](=[O:19])[Cl:20])=[O:21].[CH2:27]1[O:28][CH2:29][CH2:30][O:31][CH2:32]1.[NH2:1][c:2]1[n:3][cH:4][c:5]([Br:12])[cH:6][c:7]1[S:8](=[O:9])(=[O:10])[NH2:11].[Na+:26]>>[NH:1]([c:2]1[n:3][cH:4][c:5]([Br:12])[cH:6][c:7]1[S:8](=[O:9])(=[O:10])[NH2:11])[C:18]([CH2:17][C:16]([O:15][CH2:13][CH3:14])=[O:21])=[O:19]. The reactants are solution, C(CCC)[Li] (n-butyl lithium), B(OC(C)C)(OC(C)C)OC(C)C (triisopropyl borate), BrC=1C(=NN(C1)C(C1=CC=CC=C1)(C1=CC=CC=C1)C1=CC=CC=C1)C1=CC=C(C=C1)F (4-bromo-3-(4-fluorophenyl)-1-trityl-1H-pyrazole), [Cl-].[NH4+] (ammonium chloride). Run in CCCCCC (hexane), O (water), O1CCCC1 (tetrahydrofuran). Conditions: temperature 0 celsius, time 30 minute. The product is FC1=CC=C(C=C1)C1=NN(C=C1B(O)O)C(C1=CC=CC=C1)(C1=CC=CC=C1)C1=CC=CC=C1 (3-(4-Fluorophenyl)-1-trityl-1H-4-pyrazolylboronic acid). RXN SMILES: Br[C:2]1[C:3]([C:26]2[CH:31]=[CH:30][C:29]([F:32])=[CH:28][CH:27]=2)=[N:4][N:5]([C:7]([C:20]2[CH:25]=[CH:24][CH:23]=[CH:22][CH:21]=2)([C:14]2[CH:19]=[CH:18][CH:17]=[CH:16][CH:15]=2)[C:8]2[CH:13]=[CH:12][CH:11]=[CH:10][CH:9]=2)[CH:6]=1.C([Li])CCC.[B:38](OC(C)C)([O:43]C(C)C)[O:39]C(C)C.[Cl-].[NH4+]>O1CCCC1.CCCCCC.O>[F:32][C:29]1[CH:30]=[CH:31][C:26]([C:3]2[C:2]([B:38]([OH:43])[OH:39])=[CH:6][N:5]([C:7]([C:20]3[CH:21]=[CH:22][CH:23]=[CH:24][CH:25]=3)([C:8]3[CH:9]=[CH:10][CH:11]=[CH:12][CH:13]=3)[C:14]3[CH:15]=[CH:16][CH:17]=[CH:18][CH:19]=3)[N:4]=2)=[CH:27][CH:28]=1 |f:3.4|. Procedure details: 47.5 g 4-bromo-3-(4-fluorophenyl)-1-trityl-1H-pyrazole was dissolved in 400 mL anhydrous tetrahydrofuran, and then 40.7 mL solution of 1.6 M n-butyl lithium in hexane was added dropwise thereto at −70° C. The mixture was stirred for 30 minutes, 17.2 mL triisopropyl borate was added dropwise thereto, and the mixture was stirred at −70° C. for 1 hour and at −40° C. for 1 hour. The temperature was increased to 0° C., 50 mL aqueous saturated ammonium chloride solution was added thereto and stirred f... The reactants are N#Cc1ccc(Br)cc1, CCO, Cl, O=S(Cl)Cl. Yields the product Cl, N=C(O)c1ccc(Br)cc1. As a reaction SMILES: [Br:5][c:6]1[cH:7][cH:8][c:9]([C:10]#[N:11])[cH:12][cH:13]1.[CH3:15][CH2:16][OH:17].[ClH:14].[S:1](=[O:2])([Cl:3])[Cl:4]>>[ClH:3].[OH:2][C:10]([c:9]1[cH:8][cH:7][c:6]([Br:5])[cH:13][cH:12]1)=[NH:11]. Starting materials: ClCCOC1=C(C(=[N+](C=C1)[O-])C)C (4-(2-chloroethoxy)-2,3-dimethylpyridine N-oxide), C1(CCC(N1)=O)=O (succinimide), C([O-])([O-])=O.[K+].[K+] (potassium carbonate). Solvent: C(C)C(=O)C (methyl ethyl ketone). The product is CC1=[N+](C=CC(=C1C)OCCN1C(CCC1=O)=O)[O-] (2,3-dimethyl-4-(2-succinimidoethoxy)pyridine N-oxide). Yield: 22.7%. RXN SMILES: Cl[CH2:2][CH2:3][O:4][C:5]1[CH:10]=[CH:9][N+:8]([O-:11])=[C:7]([CH3:12])[C:6]=1[CH3:13].[C:14]1(=[O:20])[NH:18][C:17](=[O:19])[CH2:16][CH2:15]1.C(=O)([O-])[O-].[K+].[K+]>C(C(C)=O)C>[CH3:12][C:7]1[C:6]([CH3:13])=[C:5]([O:4][CH2:3][CH2:2][N:18]2[C:14](=[O:20])[CH2:15][CH2:16][C:17]2=[O:19])[CH:10]=[CH:9][N+:8]=1[O-:11] |f:2.3.4|. Procedure: A mixture comprising 0.40 g (2 mmol) of 4-(2-chloroethoxy)-2,3-dimethylpyridine N-oxide, 0.30 g (3 mmol) of succinimide, 0.48 g (3.5 mmol) of potassium carbonate and 30 ml of methyl ethyl ketone was heated under reflux for 2 hours, cooled by allowing to stand and filtered. The filtrate was evaporated to dryness to remove the methyl ethyl ketone. The obtained residue was purified by silica gel column chromatography (solvent: CHCl3 /MeOH=19:1) to obtain 0.12 g of 2,3-dimethyl-4-(2-succinimidoethox... Reactants: N(=NC(=O)OCC)C(=O)OCC (diethyl azodicarboxylate), C1(=CC=CC=C1)P(C1=CC=CC=C1)C1=CC=CC=C1 (triphenylphosphine), FC=1C=C(C=C(C1F)F)O (3,4,5-trifluorophenol), C(CCCC)[C@@H]1CC[C@H](CC1)CO (trans-4-pentylcyclohexylmethanol). Run in O1CCCC1 (tetrahydrofuran). Conditions: time 0.5 hour. Product: C(CCCC)[C@@H]1CC[C@H](CC1)COC1=CC(=C(C(=C1)F)F)F (3,4,5-Trifluorophenyl (trans-4-pentylcyclohexyl)methyl ether). Yield: 52.2%. As a reaction SMILES: N(C(OCC)=O)=NC(OCC)=O.C1(P(C2C=CC=CC=2)C2C=CC=CC=2)C=CC=CC=1.[F:32][C:33]1[CH:34]=[C:35]([OH:41])[CH:36]=[C:37]([F:40])[C:38]=1[F:39].[CH2:42]([C@H:47]1[CH2:52][CH2:51][C@H:50]([CH2:53]O)[CH2:49][CH2:48]1)[CH2:43][CH2:44][CH2:45][CH3:46]>O1CCCC1>[CH2:42]([C@H:47]1[CH2:52][CH2:51][C@H:50]([CH2:53][O:41][C:35]2[CH:34]=[C:33]([F:32])[C:38]([F:39])=[C:37]([F:40])[CH:36]=2)[CH2:49][CH2:48]1)[CH2:43][CH2:44][CH2:45][CH3:46]. Procedure details: 1.31 g (7.5 mmol) of diethyl azodicarboxylate are added at 0° C. to 1.97 g (7.50 mmol) of triphenylphosphine in 30 ml of tetrahydrofuran, and the mixture is stirred at room temperature for 0.5 hour. 1.11 g (7.50 mmol) of 3,4,5-trifluorophenol and 1.38 g (7.50 mmol) of trans-4-pentylcyclohexylmethanol are then added, and the mixture is stirred at room temperature for 18 hours. Evaporation of the solvent and chromatography on silica gel using hexane give 1.23 g of product. ##STR5## Phase sequence:... Reactants: [OH-].[Na+] (NaOH), ClC1=CC=C(C=C1)C1=NOC2=C1C=CC(=C2)S(=O)(=O)CC(=O)[O-] ([3-(4-chlorophenyl)-1,2-benzisoxazol-6-yl]sulfonylacetate), Cl (HCl). Run in CO (methanol). Product: ClC1=CC=C(C=C1)C1=NOC2=C1C=CC(=C2)S(=O)(=O)CC(=O)O ([[3-(4-chlorophenyl)-1,2-benzisoxazol-6-yl]sulfonyl]acetic acid). Yield: 78.0%. Reaction SMILES: [Cl:1][C:2]1[CH:7]=[CH:6][C:5]([C:8]2[C:12]3[CH:13]=[CH:14][C:15]([S:17]([CH2:20][C:21]([O-:23])=[O:22])(=[O:19])=[O:18])=[CH:16][C:11]=3[O:10][N:9]=2)=[CH:4][CH:3]=1.[OH-].[Na+].Cl>CO>[Cl:1][C:2]1[CH:7]=[CH:6][C:5]([C:8]2[C:12]3[CH:13]=[CH:14][C:15]([S:17]([CH2:20][C:21]([OH:23])=[O:22])(=[O:19])=[O:18])=[CH:16][C:11]=3[O:10][N:9]=2)=[CH:4][CH:3]=1 |f:1.2|. Procedure details: 3.1 g (8.17 mmol) of ethyl[[3-(4-chlorophenyl)-1,2-benzisoxazol-6-yl]sulfonylacetate was dissolved in 50 ml of methanol and an excess (15 ml) of 10% NaOH solution (15 ml) was added. The solution was refluxed for 15 minutes, cooled and acidified with 3N HCl. The white precipitate which formed was collected and recrystallized from 1:1 ethanol/water to give white crystals, 2.23 g (78%) of [[3-(4-chlorophenyl)-1,2-benzisoxazol-6-yl]sulfonyl]acetic acid, m.p. 201°-203° C.